Dataset: the Open Reaction Database (ORD), a public repository of structured organic reaction records. Task: describe an organic reaction: reactants, conditions, products, and yield Reactants: COC1=CC=C(C=C1)C(CC)=O (p-methoxypropiophenone). Reagents/catalysts: [Ru] (ruthenium). Solvent: CO (methanol). Yields the product COC1CCC(CC1)C(CC)O (1-(p-methoxycyclohexyl)-propan-1-ol). RXN SMILES: [CH3:1][O:2][C:3]1[CH:8]=[CH:7][C:6]([C:9](=[O:12])[CH2:10][CH3:11])=[CH:5][CH:4]=1>[Ru].CO>[CH3:1][O:2][CH:3]1[CH2:8][CH2:7][CH:6]([CH:9]([OH:12])[CH2:10][CH3:11])[CH2:5][CH2:4]1. Procedure: A mixture of 100 g of p-methoxypropiophenone, 250 ml of methanol and 5 g of a 5% strength ruthenium/active carbon catalyst was hydrogenated at 120° C. and under 150 bar until absorption of hydrogen was virtually complete. The catalyst was removed, the solvent was distilled off under 1013 mbar and the residue was then fractionated. 92 g of a colorless liquid having a boiling point of 73°-75° C. 0.01 mbar and a fine woody note were obtained. Reactants: COC(=O)c1cc(I)c(OC)c(C#N)c1, [Li+], C1CCOC1, [OH-], O, O. Product: COc1c(I)cc(C(=O)O)cc1C#N. Reaction SMILES: [C:1](#[N:2])[c:3]1[cH:4][c:5]([C:6](=[O:7])[O:8][CH3:9])[cH:10][c:11]([I:15])[c:12]1[O:13][CH3:14].[Li+:18].[O:19]1[CH2:20][CH2:21][CH2:22][CH2:23]1.[OH-:17].[OH2:16].[OH2:24]>>[C:1](#[N:2])[c:3]1[cH:4][c:5]([C:6](=[O:7])[OH:8])[cH:10][c:11]([I:15])[c:12]1[O:13][CH3:14]. Reactants: C1CCC2=NCCCN2CC1, COC(=O)C1CC(CCOCc2ccccc2)CCC1O, CCOC(C)=O, O=S(Cl)Cl, c1ccncc1. Yields the product COC(=O)C1=CCCC(CCOCc2ccccc2)C1. As a reaction SMILES: [CH2:26]1[CH2:27][CH2:28][C:29]2=[N:34][CH2:33][CH2:32][CH2:31][N:30]2[CH2:35][CH2:36]1.[CH3:1][O:2][C:3](=[O:4])[CH:5]1[CH:6]([OH:21])[CH2:7][CH2:8][CH:9]([CH2:11][CH2:12][O:13][CH2:14][c:15]2[cH:16][cH:17][cH:18][cH:19][cH:20]2)[CH2:10]1.[CH3:37][CH2:38][O:39][C:40]([CH3:41])=[O:42].[S:22]([Cl:23])([Cl:24])=[O:25].[cH:43]1[cH:44][cH:45][n:46][cH:47][cH:48]1>>[CH3:1][O:2][C:3](=[O:4])[C:5]1=[CH:6][CH2:7][CH2:8][CH:9]([CH2:11][CH2:12][O:13][CH2:14][c:15]2[cH:16][cH:17][cH:18][cH:19][cH:20]2)[CH2:10]1. The reactants are FC=1C=C(C[C@@H]2NC(O[C@@H]2[C@H]2N(CC3=CC=CC=C3C2)C(=O)OC(C)(C)C)=O)C=C(C1)F ((S)-tert-butyl 3-((4S,5S)-4-(3,5-difluorobenzyl)-2-oxooxazolidin-5-yl)-3,4-dihydroisoquinoline-2(1H)-carboxylate), C(=O)(C(F)(F)F)O (TFA). Run in C(Cl)Cl (CH2Cl2). Reaction conditions: time 2 hour. The product is FC=1C=C(C[C@@H]2NC(O[C@@H]2[C@H]2NCC3=CC=CC=C3C2)=O)C=C(C1)F ((4S,5R)-4-(3,5-difluorobenzyl)-5-((S)-1,2,3,4-tetrahydroisoquinolin-3-yl)oxazolidin-2-one). The yield is 82.1%. Reaction SMILES: [F:1][C:2]1[CH:3]=[C:4]([CH:29]=[C:30]([F:32])[CH:31]=1)[CH2:5][C@H:6]1[C@@H:10]([C@@H:11]2[CH2:20][C:19]3[C:14](=[CH:15][CH:16]=[CH:17][CH:18]=3)[CH2:13][N:12]2C(OC(C)(C)C)=O)[O:9][C:8](=[O:28])[NH:7]1.C(O)(C(F)(F)F)=O>C(Cl)Cl>[F:1][C:2]1[CH:3]=[C:4]([CH:29]=[C:30]([F:32])[CH:31]=1)[CH2:5][C@H:6]1[C@@H:10]([C@@H:11]2[CH2:20][C:19]3[C:14](=[CH:15][CH:16]=[CH:17][CH:18]=3)[CH2:13][NH:12]2)[O:9][C:8](=[O:28])[NH:7]1. Procedure details: A solution of (S)-tert-butyl 3-((4S,5S)-4-(3,5-difluorobenzyl)-2-oxooxazolidin-5-yl)-3,4-dihydroisoquinoline-2(1H)-carboxylate (step E (1), 550 mg) in CH2Cl2 (20 mL) was treated with TFA (10 mL). This reaction mixture was stirred at rt for 2 h. The mixture was then concentrated in vacuo with addition of toluene. The residue was added 1N aqueous HCl solution (50 mL) and washed with diethyl ether (80 mL). The diethyl ether layer was washed with 1N aqueous HCl solution again. The combined aqueous l...